This data is from the Open Reaction Database (ORD), a public repository of structured organic reaction records. The task is: describe an organic reaction: reactants, conditions, products, and yield Starting materials: CC=1C=CC2=C(NC3=C(N(C2=O)C)C=CC=C3)N1 (6,11-dihydro-2,6-dimethyl-5H-pyrido[2,3-b][1,5]benzodiazepin-5-one), [H-].[Na+] (sodium hydride), N1(CCCC1)CCCCl (3-pyrrolidino-propyl chloride). Solvent: CN(C=O)C (dimethyl formamide). Conditions: time 45 minute. The product is CC=1C=CC2=C(N(C3=C(N(C2=O)C)C=CC=C3)CCCN3CCCC3)N1 (6,11-Dihydro-2,6-dimethyl-11-(3-pyrrolidino-propyl)-5H-pyrido[2,3-b][1,5]benzodiazepin5-one). Reaction SMILES: [CH3:1][C:2]1[CH:3]=[CH:4][C:5]2[C:11](=[O:12])[N:10]([CH3:13])[C:9]3[CH:14]=[CH:15][CH:16]=[CH:17][C:8]=3[NH:7][C:6]=2[N:18]=1.[H-].[Na+].[N:21]1([CH2:26][CH2:27][CH2:28]Cl)[CH2:25][CH2:24][CH2:23][CH2:22]1>CN(C)C=O>[CH3:1][C:2]1[CH:3]=[CH:4][C:5]2[C:11](=[O:12])[N:10]([CH3:13])[C:9]3[CH:14]=[CH:15][CH:16]=[CH:17][C:8]=3[N:7]([CH2:28][CH2:27][CH2:26][N:21]3[CH2:25][CH2:24][CH2:23][CH2:22]3)[C:6]=2[N:18]=1 |f:1.2|. Reported procedure: A mixture consisting of 7.2 gm of 6,11-dihydro-2,6-dimethyl-5H-pyrido[2,3-b][1,5]benzodiazepin-5-one, 1.9 gm of 50% sodium hydride in mineral oil and 100 ml of dimethyl formamide was stirred at 60°-70° C. for 45 minutes. Thereafter, the mixture was cooled to room temperature, 7.4 gm of 3-pyrrolidino-propyl chloride were added dropwise and the mixture was refluxed for 3 hours. The solvent was then distilled off in vacuo, and the residue was recrystallized twice from acetonitrile, yielding 46% of ... Reactants: COc1ccc(Br)c2oc(SC)nc12, C1CNC1. The product is COc1ccc(Br)c2oc(N3CCC3)nc12. RXN SMILES: [Br:1][c:2]1[cH:3][cH:4][c:5]([O:13][CH3:14])[c:6]2[n:7][c:8]([S:11][CH3:12])[o:9][c:10]12.[CH2:15]1[CH2:16][NH:17][CH2:18]1>>[Br:1][c:2]1[cH:3][cH:4][c:5]([O:13][CH3:14])[c:6]2[n:7][c:8]([N:17]3[CH2:16][CH2:15][CH2:18]3)[o:9][c:10]12.